Dataset: the Open Reaction Database (ORD), a public repository of structured organic reaction records. Task: describe an organic reaction: reactants, conditions, products, and yield The reactants are O=C([O-])[O-], O=C(Nc1ccc(Oc2ncnc3[nH]c(-c4ccc(OCc5ccccc5)cc4)cc23)cc1)Nc1cccc(F)c1, [K+], [K+], O=C(O)C(F)(F)F, CSc1ccccc1. The product is O=C(Nc1ccc(Oc2ncnc3[nH]c(-c4ccc(O)cc4)cc23)cc1)Nc1cccc(F)c1. As a reaction SMILES: [C:42](=[O:43])([O-:44])[O-:45].[CH2:1]([c:2]1[cH:3][cH:4][cH:5][cH:6][cH:7]1)[O:8][c:9]1[cH:10][cH:11][c:12](-[c:15]2[cH:16][c:17]3[c:18]([n:19][cH:20][n:21][c:22]3[O:23][c:24]3[cH:25][cH:26][c:27]([NH:30][C:31](=[O:32])[NH:33][c:34]4[cH:35][c:36]([F:40])[cH:37][cH:38][cH:39]4)[cH:28][cH:29]3)[nH:41]2)[cH:13][cH:14]1.[K+:46].[K+:47].[OH:48][C:49]([C:50]([F:51])([F:52])[F:53])=[O:54].[c:55]1([S:56][CH3:57])[cH:58][cH:59][cH:60][cH:61][cH:62]1>>[OH:8][c:9]1[cH:10][cH:11][c:12](-[c:15]2[cH:16][c:17]3[c:18]([n:19][cH:20][n:21][c:22]3[O:23][c:24]3[cH:25][cH:26][c:27]([NH:30][C:31](=[O:32])[NH:33][c:34]4[cH:35][c:36]([F:40])[cH:37][cH:38][cH:39]4)[cH:28][cH:29]3)[nH:41]2)[cH:13][cH:14]1. Reactants: Cl.OCCNC1CS(CC1)(=O)=O (N-Hydroxyethyltetrahydro-3-thiophenamine 1,1-dioxide hydrochloride), C=O (paraformaldehyde), P(O)(O)O (orthophosphorous acid). The solvent is O (water). Yields the product OCCN(C1CS(CC1)(=O)=O)CP(=O)(O)O (Tetrahydro-N-(2-hydroxyethyl)-N-(phosphonomethyl)-3-thiophenamine 1,1-dioxide). Isolated yield 61.9%. Reaction SMILES: Cl.[OH:2][CH2:3][CH2:4][NH:5][CH:6]1[CH2:10][CH2:9][S:8](=[O:12])(=[O:11])[CH2:7]1.[CH2:13]=O.[P:15]([OH:18])([OH:17])[OH:16]>O>[OH:2][CH2:3][CH2:4][N:5]([CH2:13][P:15]([OH:18])([OH:17])=[O:16])[CH:6]1[CH2:10][CH2:9][S:8](=[O:12])(=[O:11])[CH2:7]1 |f:0.1|. Procedure details: A solution of tetrahydro-N-hydroxymethyl-3-thiophenamine 1,1-dioxide hydrochloride of Example 3 (21.5 parts, 0.1 mole); 90 percent paraformaldehyde (3.7 parts, 0.11 mole); 70 percent aqueous orthophosphorous acid (12.9 parts, 0.11 mole); and water (6.0 parts) was heated at its reflux temperature for 3 hours. The product could not be isolated as a filterable solid due to its hygroscopic nature. The solution containing 61.9 percent of the title compound was used for testing without any further pur... Reactants: N[C@H]1C[C@@H]2N(CCN(C2)C(=O)OC(C)(C)C)C1 ((7S,8aS)-tert-butyl 7-aminohexahydropyrrolo[1,2-a]pyrazine-2(1H)-carboxylate), C([O-])([O-])=O.[Na+].[Na+] (sodium carbonate), FC1=CC=C(C(=O)Cl)C=C1 (4-fluorobenzoyl chloride). Solvent: ClCCl (dichloromethane). Reaction conditions: time 4 hour. Product: FC1=CC=C(C(=O)N[C@H]2C[C@@H]3N(CCN(C3)C(=O)OC(C)(C)C)C2)C=C1 (tert-butyl (7S,8aS)-7-[(4-fluorobenzoyl)amino]hexahydropyrrolo[1,2-a]-pyrazine-2(1H)-carboxylate). RXN SMILES: [NH2:1][C@@H:2]1[CH2:17][N:5]2[CH2:6][CH2:7][N:8]([C:10]([O:12][C:13]([CH3:16])([CH3:15])[CH3:14])=[O:11])[CH2:9][C@@H:4]2[CH2:3]1.C(=O)([O-])[O-].[Na+].[Na+].[F:24][C:25]1[CH:33]=[CH:32][C:28]([C:29](Cl)=[O:30])=[CH:27][CH:26]=1>ClCCl>[F:24][C:25]1[CH:33]=[CH:32][C:28]([C:29]([NH:1][C@@H:2]2[CH2:17][N:5]3[CH2:6][CH2:7][N:8]([C:10]([O:12][C:13]([CH3:14])([CH3:16])[CH3:15])=[O:11])[CH2:9][C@@H:4]3[CH2:3]2)=[O:30])=[CH:27][CH:26]=1 |f:1.2.3|. Procedure details: To (7S,8aS)-tert-butyl 7-aminohexahydropyrrolo[1,2-a]pyrazine-2(1H)-carboxylate (0.241 g, 1 mmol) in dichloromethane (6 mL) was added sodium carbonate (0.127 g, 1.2 mmol) and 4-fluorobenzoyl chloride (0.174 g, 1.1 mmol). The mixture was stirred at room temperature for 4 hours. The mixture was concentrated. The residue was purified by chromatography on silica gel (ethyl acetate, then ethyl acetate/methanol=10:1) to give the title compound. 1H NMR (300 MHz, CDCl3) δ ppm 1.40 (m, 1H), 1.47 (s, 9H),... The reactants are C1(CC1)CCOC1=NC(=C2N=C(N(C2=N1)CCC1OCCCC1)OC)N (2-[(2-cyclopropylethyl)oxy]-8-(methyloxy)-9-[2-(tetrahydro-2H-pyran-2-yl)ethyl]-9H-purin-6-amine), Cl (HCl). Solvent: CO (methanol), O1CCOCC1 (1,4-dioxane), CO (methanol), CO (methanol). Reaction conditions: time 20 hour. The product is NC1=C2NC(N(C2=NC(=N1)OCCC1CC1)CCC1OCCCC1)=O (6-Amino-2-[(2-cyclopropylethyl)oxy]-9-[2-(tetrahydro-2H-pyran-2-yl)ethyl]-7,9-dihydro-8H-purin-8-one). The yield is 72.0%. Reaction SMILES: [CH:1]1([CH2:4][CH2:5][O:6][C:7]2[N:15]=[C:14]3[C:10]([N:11]=[C:12]([O:24]C)[N:13]3[CH2:16][CH2:17][CH:18]3[CH2:23][CH2:22][CH2:21][CH2:20][O:19]3)=[C:9]([NH2:26])[N:8]=2)[CH2:3][CH2:2]1.Cl>CO.O1CCOCC1>[NH2:26][C:9]1[N:8]=[C:7]([O:6][CH2:5][CH2:4][CH:1]2[CH2:2][CH2:3]2)[N:15]=[C:14]2[C:10]=1[NH:11][C:12](=[O:24])[N:13]2[CH2:16][CH2:17][CH:18]1[CH2:23][CH2:22][CH2:21][CH2:20][O:19]1. Procedure details: To a solution of 2-[(2-cyclopropylethyl)oxy]-8-(methyloxy)-9-[2-(tetrahydro-2H-pyran-2-yl)ethyl]-9H-purin-6-amine (84.7 mg, 0.234 mmol) in methanol (7.9 ml) at room temperature was added 4.0 M HCl in 1,4-dioxane (1.46 ml) to give a pale straw coloured solution. The reaction mixture was stirred at ambient temperature overnight (20 hours) and then evaporated in vacuo to give a colourless oil/gum. This material was re-dissolved in methanol and passed down a 5 g aminopropyl SPE cartridge (pre-condit... Reactants: C(C1=CC=CC=C1)OC1=C(C=CC(=C1)I)N1CC(NS1(=O)=O)=O (5-(2-benzyloxy-4-iodophenyl)-1,1-dioxo-1,2,5-thiadiazolidin-3-one), CC(C=C)(C)C (3,3-dimethylbut-1-ene). The product is CC(CCC1=CC(=C(C=C1)N1CC(NS1(=O)=O)=O)O)(C)C (5-[4-(3,3-Dimethylbutyl)-2-hydroxyphenyl]-1,1-dioxo-1,2,5-thiadiazolidin-3-one). As a reaction SMILES: C([O:8][C:9]1[CH:14]=[C:13](I)[CH:12]=[CH:11][C:10]=1[N:16]1[S:20](=[O:22])(=[O:21])[NH:19][C:18](=[O:23])[CH2:17]1)C1C=CC=CC=1.[CH3:24][C:25]([CH3:29])([CH3:28])[CH:26]=[CH2:27]>>[CH3:24][C:25]([CH3:29])([CH3:28])[CH2:26][CH2:27][C:13]1[CH:12]=[CH:11][C:10]([N:16]2[S:20](=[O:21])(=[O:22])[NH:19][C:18](=[O:23])[CH2:17]2)=[C:9]([OH:8])[CH:14]=1. Reported procedure: The title compound is prepared from 5-(2-benzyloxy-4-iodophenyl)-1,1-dioxo-1,2,5-thiadiazolidin-3-one and 3,3-dimethylbut-1-ene analogous to Example 300: (M−1)−=311; HPLC retention time=1.20 min (method A). The product is OCC(C)NC(=O)C=1NN=C(C1)\C=C\C=1C(=NOC1C)C1=CC=C(C=C1)F (5-{(E)-2-[3-(4-Fluoro-phenyl)-5-methyl-isoxazol-4-yl]-vinyl}-2H-pyrazole-3-carboxylic acid (2-hydroxy-1-methyl-ethyl)-amide). Reaction SMILES: [F:1][C:2]1[CH:7]=[CH:6][C:5]([C:8]2[C:12](/[CH:13]=[CH:14]/[C:15]3[CH:16]=[C:17]([C:20]([OH:22])=O)[NH:18][N:19]=3)=[C:11]([CH3:23])[O:10][N:9]=2)=[CH:4][CH:3]=1.[OH:24][CH2:25][CH:26]([NH2:28])[CH3:27]>>[OH:24][CH2:25][CH:26]([NH:28][C:20]([C:17]1[NH:18][N:19]=[C:15](/[CH:14]=[CH:13]/[C:12]2[C:8]([C:5]3[CH:4]=[CH:3][C:2]([F:1])=[CH:7][CH:6]=3)=[N:9][O:10][C:11]=2[CH3:23])[CH:16]=1)=[O:22])[CH3:27]. Procedure details: As described for example 132, 5-{(E)-2-[3-(4-fluoro-phenyl)-5-methyl-isoxazol-4-yl]-vinyl}-2H-pyrazole-3-carboxylic acid was converted, using 2-hydroxy-1-methylethylamine instead of morpholine, to the title compound (14 mg, 41%) which was obtained as an off white solid. MS: m/e=371.2 [M+H]+. Isolated yield 41.0%. Starting materials: FC1=CC=C(C=C1)C1=NOC(=C1/C=C/C=1C=C(NN1)C(=O)O)C (5-{(E)-2-[3-(4-fluoro-phenyl)-5-methyl-isoxazol-4-yl]-vinyl}-2H-pyrazole-3-carboxylic acid), OCC(C)N (2-hydroxy-1-methylethylamine).